From a dataset of the Open Reaction Database (ORD), a public repository of structured organic reaction records. describe an organic reaction: reactants, conditions, products, and yield The solvent is hexanes, ClCCl (dichloromethane), ClCCl (dichloromethane). Isolated yield 80.0%. Run at time 60 hour. As a reaction SMILES: [CH3:1][O:2][C:3]([C:5]1[N:6]=[C:7]([NH:10][C:11](=[O:22])[C@@H:12]([NH2:21])[C@H:13]([C:15]2[CH:20]=[CH:19][CH:18]=[CH:17][CH:16]=2)[CH3:14])[S:8][CH:9]=1)=[O:4].[C:23]([O:27][C:28]([NH:30][CH:31]([C:35]1[CH:40]=[CH:39][C:38]([S:41][CH3:42])=[CH:37][CH:36]=1)[C:32](O)=[O:33])=[O:29])([CH3:26])([CH3:25])[CH3:24].Cl.CN(C)CCCN=C=NCC>ClCCl>[CH3:1][O:2][C:3]([C:5]1[N:6]=[C:7]([NH:10][C:11](=[O:22])[C@@H:12]([NH:21][C:32](=[O:33])[CH:31]([NH:30][C:28]([O:27][C:23]([CH3:25])([CH3:24])[CH3:26])=[O:29])[C:35]2[CH:40]=[CH:39][C:38]([S:41][CH3:42])=[CH:37][CH:36]=2)[C@H:13]([C:15]2[CH:16]=[CH:17][CH:18]=[CH:19][CH:20]=2)[CH3:14])[S:8][CH:9]=1)=[O:4] |f:2.3|. Product: COC(=O)C=1N=C(SC1)NC([C@H]([C@@H](C)C1=CC=CC=C1)NC(C(C1=CC=C(C=C1)SC)NC(=O)OC(C)(C)C)=O)=O (2-{(2S,3S)-2-[2-tert-butoxycarbonylamino-2-(4-methylsulfanyl-phenyl)-acetylamino]-3-phenyl-butyrylamino}-thiazole-4-carboxylic acid methyl ester). Procedure details: A solution of 2-((2S,3S)-2-amino-3-phenyl-butyrylamino)-thiazole-4-carboxylic acid methyl ester (75 mg, 0.24 mmol) and tert-butoxycarbonylamino-(4-methylsulfanyl-phenyl)-acetic acid (77 mg, 0.26 mmol) in dichloromethane (10 mL) at 0° C. was treated with 1-(3-dimethylaminopropyl)-3-ethylcarbodiimide hydrochloride (50 mg, 0.26 mmol). The reaction was allowed to slowly warm to room temperature and stirred for 60 hours. The mixture was then partitioned between ethyl acetate and water. The organic la... Reactants: COC(=O)C=1N=C(SC1)NC([C@H]([C@@H](C)C1=CC=CC=C1)N)=O (2-((2S,3S)-2-amino-3-phenyl-butyrylamino)-thiazole-4-carboxylic acid methyl ester), C(C)(C)(C)OC(=O)NC(C(=O)O)C1=CC=C(C=C1)SC (tert-butoxycarbonylamino-(4-methylsulfanyl-phenyl)-acetic acid), Cl.CN(CCCN=C=NCC)C (1-(3-dimethylaminopropyl)-3-ethylcarbodiimide hydrochloride).